Dataset: the Open Reaction Database (ORD), a public repository of structured organic reaction records. Task: describe an organic reaction: reactants, conditions, products, and yield Reactants: ClC=1C=C2C(C(NC2=CC1)=O)(NCCCOC)C1=C(C=CC=C1)Cl (5-chloro-3-(2-chlorophenyl)-1,3-dihydro-3-[(3-methoxypropyl)amino]indol-2-one), COC(=O)N1CCC2=CC(=CC=C12)S(=O)(=O)Cl (1-(methoxycarbonyl)indoline-5-sulfonyl chloride). The product is ClC=1C=C2C(C(N(C2=CC1)S(=O)(=O)C=1C=C2CCN(C2=CC1)C(=O)OC)=O)(NCCCOC)C1=C(C=CC=C1)Cl (5-Chloro-3-(2-chlorophenyl)-1,3-dihydro-1-[[1-(methoxycarbonyl)indolin-5-yl]sulfonyl]-3-[(3-methoxypropyl)amino]indol-2-one). Isolated yield 69.8%. Reaction SMILES: [Cl:1][C:2]1[CH:3]=[C:4]2[C:8](=[CH:9][CH:10]=1)[NH:7][C:6](=[O:11])[C:5]2([C:18]1[CH:23]=[CH:22][CH:21]=[CH:20][C:19]=1[Cl:24])[NH:12][CH2:13][CH2:14][CH2:15][O:16][CH3:17].[CH3:25][O:26][C:27]([N:29]1[C:37]2[C:32](=[CH:33][C:34]([S:38](Cl)(=[O:40])=[O:39])=[CH:35][CH:36]=2)[CH2:31][CH2:30]1)=[O:28]>>[Cl:1][C:2]1[CH:3]=[C:4]2[C:8](=[CH:9][CH:10]=1)[N:7]([S:38]([C:34]1[CH:33]=[C:32]3[C:37](=[CH:36][CH:35]=1)[N:29]([C:27]([O:26][CH3:25])=[O:28])[CH2:30][CH2:31]3)(=[O:39])=[O:40])[C:6](=[O:11])[C:5]2([C:18]1[CH:23]=[CH:22][CH:21]=[CH:20][C:19]=1[Cl:24])[NH:12][CH2:13][CH2:14][CH2:15][O:16][CH3:17]. Reported procedure: This compound is prepared according to the procedure described in EXAMPLE 222 from 1.3 g of 5-chloro-3-(2-chlorophenyl)-1,3-dihydro-3-[(3-methoxypropyl)amino]indol-2-one and 0.980 g of 1-(methoxycarbonyl)indoline-5-sulfonyl chloride. 1.5 g of the expected product are obtained after crystallization from a DCM/iso ether/hexane mixture. M.p.=98° C. Conditions: temperature 0 celsius, time 8 hour. Procedure details: 77.3 g (188.3 mmol) 3-cyanopropyl triphenylphosphonium bromide are suspended in 300 ml tolueneand added to 22.0 g (191.9 mmol) potassium-tert-butylate. The mixture is cooled to ca. 0° C. under moisture exclusion and a solution of 34.6 g (182.8 mmol) 1-benzyl-3-piperidone in 50 ml tolueneare added dropwise under cooling. The batch is left to stand overnight at ca. 0° C., subsequently diluted with 200 ml tolueneand washed twice, each with 100 ml water. The organic phase is extracted with 150 ml ha... Yields the product C(C1=CC=CC=C1)N1CC(CCC1)=CCCC#N (4-(1-Benzylpiperidin-3-ylidene)-butyronitrile). Reactants: [Br-].C(#N)CCC[P+](C1=CC=CC=C1)(C1=CC=CC=C1)C1=CC=CC=C1 (3-cyanopropyl triphenylphosphonium bromide), potassium tert-butylate, C(C1=CC=CC=C1)N1CC(CCC1)=O (1-benzyl-3-piperidone). RXN SMILES: [Br-].[C:2]([CH2:4][CH2:5][CH2:6][P+](C1C=CC=CC=1)(C1C=CC=CC=1)C1C=CC=CC=1)#[N:3].[CH2:26]([N:33]1[CH2:38][CH2:37][CH2:36][C:35](=O)[CH2:34]1)[C:27]1[CH:32]=[CH:31][CH:30]=[CH:29][CH:28]=1>>[CH2:26]([N:33]1[CH2:38][CH2:37][CH2:36][C:35](=[CH:6][CH2:5][CH2:4][C:2]#[N:3])[CH2:34]1)[C:27]1[CH:32]=[CH:31][CH:30]=[CH:29][CH:28]=1 |f:0.1|. Starting materials: C(C1=CC=CC=C1)C1=C(N)C=C(C=C1)Cl (2-benzyl-5-chloroaniline), Cl.ClCCN.ClCCN (bis-(2-chloroethylamine)hydrochloride), C([O-])([O-])=O.[K+].[K+] (potassium carbonate). Solvent: C(Cl)Cl (methylene chloride), C(CCC)O (n-butanol). The product is Cl.ClC=1C=CC(=C(C1)N1CCNCC1)CC1=CC=CC=C1 (1-[5-Chloro-2-(phenylmethyl)phenyl]piperazine hydrochloride). Reaction SMILES: [CH2:1]([C:8]1[CH:14]=[CH:13][C:12]([Cl:15])=[CH:11][C:9]=1[NH2:10])[C:2]1[CH:7]=[CH:6][CH:5]=[CH:4][CH:3]=1.Cl.Cl[CH2:18][CH2:19][NH2:20].Cl[CH2:22][CH2:23]N.C(=O)([O-])[O-].[K+].[K+]>C(O)CCC.C(Cl)Cl>[ClH:15].[Cl:15][C:12]1[CH:13]=[CH:14][C:8]([CH2:1][C:2]2[CH:3]=[CH:4][CH:5]=[CH:6][CH:7]=2)=[C:9]([N:10]2[CH2:23][CH2:22][NH:20][CH2:19][CH2:18]2)[CH:11]=1 |f:1.2.3,4.5.6,9.10|. Reported procedure: 18.18 g of 2-benzyl-5-chloroaniline, 14.90 g of bis-(2-chloroethylamine)hydrochloride in 65 ml of n-butanol and repeated additions of 5.78 g of anhydrous potassium carbonate are reacted according to the method described in Ex. 1. The hydrochloride is formed in methylene chloride and a precipitate forms by adding ethyl ether; it is then filtered, washed repeatedly with ethyl ether and dried to give 17 g of hygroscopic product. 8.4 g (25%) of a whitish solid, m.p. 256°-258° C., chromatographically... The reactants are O=C(Cl)c1cccnc1, Cc1nc(-c2ccc(OCCCCCOc3ccc(C#N)cc3)cc2)c(CCNCC(C)C)s1, CN(C)C=O, CCOC(C)=O, CO, CCCCCC, [H-], [Na+]. Product: Cc1nc(-c2ccc(OCCCCCOc3ccc(C#N)cc3)cc2)c(CCN(CC(C)C)C(=O)c2cccnc2)s1. Reaction SMILES: [C:40]([c:41]1[cH:42][n:43][cH:44][cH:45][cH:46]1)(=[O:47])[Cl:48].[CH2:1]([CH:2]([CH3:3])[CH3:4])[NH:5][CH2:6][CH2:7][c:8]1[c:9](-[c:14]2[cH:15][cH:16][c:17]([O:18][CH2:19][CH2:20][CH2:21][CH2:22][CH2:23][O:24][c:25]3[cH:26][cH:27][c:28]([C:29]#[N:30])[cH:31][cH:32]3)[cH:33][cH:34]2)[n:10][c:11]([CH3:13])[s:12]1.[CH3:35][N:36]([CH3:37])[CH:38]=[O:39].[CH3:51][CH2:52][O:53][C:54](=[O:55])[CH3:56].[CH3:57][OH:58].[CH3:59][CH2:60][CH2:61][CH2:62][CH2:63][CH3:64].[H-:49].[Na+:50]>>[CH2:1]([CH:2]([CH3:3])[CH3:4])[N:5]([CH2:6][CH2:7][c:8]1[c:9](-[c:14]2[cH:15][cH:16][c:17]([O:18][CH2:19][CH2:20][CH2:21][CH2:22][CH2:23][O:24][c:25]3[cH:26][cH:27][c:28]([C:29]#[N:30])[cH:31][cH:32]3)[cH:33][cH:34]2)[n:10][c:11]([CH3:13])[s:12]1)[C:40]([c:41]1[cH:42][n:43][cH:44][cH:45][cH:46]1)=[O:47]. Starting materials: C(CCCCC)N (n-hexylamine), C(C)OC(=O)C=1SC(=NN1)N1CCN(CC1)C(C1=C(C=CC=C1)C(F)(F)F)=O (5-[4-(2-trifluoromethylbenzoyl)piperazin-1-yl][1,3,4]thiadiazole-2-carboxylic acid ethyl ester). Yields the product C(CCCCC)NC(=O)C=1SC(=NN1)N1CCN(CC1)C(C1=C(C=CC=C1)C(F)(F)F)=O (5-[4-(2-TRIFLUOROMETHYLBENZOYL)PIPERAZIN-1-YL]-[1,3,4]THIADIAZOLE-2-CARBOXYLIC ACID HEXYLAMIDE), solid. Yield: 48.0%. RXN SMILES: [CH2:1]([NH2:7])[CH2:2][CH2:3][CH2:4][CH2:5][CH3:6].C([O:10][C:11]([C:13]1[S:14][C:15]([N:18]2[CH2:23][CH2:22][N:21]([C:24](=[O:35])[C:25]3[CH:30]=[CH:29][CH:28]=[CH:27][C:26]=3[C:31]([F:34])([F:33])[F:32])[CH2:20][CH2:19]2)=[N:16][N:17]=1)=O)C>>[CH2:1]([NH:7][C:11]([C:13]1[S:14][C:15]([N:18]2[CH2:19][CH2:20][N:21]([C:24](=[O:35])[C:25]3[CH:30]=[CH:29][CH:28]=[CH:27][C:26]=3[C:31]([F:34])([F:33])[F:32])[CH2:22][CH2:23]2)=[N:16][N:17]=1)=[O:10])[CH2:2][CH2:3][CH2:4][CH2:5][CH3:6]. Reported procedure: Following the procedure as described in Example 3, making variations only as required to use n-hexylamine in place of isoamylamine to react with 5-[4-(2-trifluoromethylbenzoyl)piperazin-1-yl][1,3,4]thiadiazole-2-carboxylic acid ethyl ester, the title compound was obtained as a white solid (0.62 g, yield 48%). 1H NMR (300 MHz, CDCl3) δ 7.70-7.75. (m, 1H), 7.52-7.65 (m, 2H), 7.30-7.36 (m, 1H), 6.98-7.06 (m, 1H), 4.00-4.09 (m, 1H), 3.81-3.91 (m, 1H,), 3.62-3.70 (m, 2H), 3.48-3.55 (m, 2H), 3.29-3.43... Starting materials: C(C)(C)(C)OC(NC(C(=O)N1C(CCC1)C(NC1C(OC(C1)=O)OCC1=CC=CC=C1)=O)C)=O ({2-[2-(2-Benzyloxy-5-oxo-tetrahydro-furan-3-ylcarbamoyl)-pyrrolidin-1-yl]-1-methyl-2-oxo-ethyl}-carbamic acid tert-butyl ester), C(=O)(C(F)(F)F)O (TFA), CCN(C(C)C)C(C)C (DIEA), NC1=C(C=C(C(=O)O)C=C1)Cl (4-amino-3-chloro-benzoic acid), C=1C=CC2=C(C1)N=NN2O (HOBT), C(CCl)Cl (EDC). Solvent: C(Cl)Cl (CH2Cl2). Conditions: time 1 hour. Product: C(C1=CC=CC=C1)OC1OC(CC1NC(=O)C1N(CCC1)C(C(C)NC(C1=CC(=C(C=C1)N)Cl)=O)=O)=O (1-[2-(4-Amino-3-chloro-benzoylamino)-propionyl]-pyrrolidine-2-carboxylic acid (2-benzyloxy-5-oxo-tetrahydro-furan-3-yl)-amide), solid. Yield: 58.0%. RXN SMILES: C([O:5][C:6](=O)[NH:7][CH:8]([CH3:33])[C:9]([N:11]1[CH2:15][CH2:14][CH2:13][CH:12]1[C:16](=[O:32])[NH:17][CH:18]1[CH2:22][C:21](=[O:23])[O:20][CH:19]1[O:24][CH2:25][C:26]1[CH:31]=[CH:30][CH:29]=[CH:28][CH:27]=1)=[O:10])(C)(C)C.C(O)(C(F)(F)F)=O.CCN(C(C)C)C(C)C.[NH2:51][C:52]1[CH:60]=[CH:59][C:55](C(O)=O)=[CH:54][C:53]=1[Cl:61].C1C=CC2N(O)N=NC=2C=1.C(Cl)CCl>C(Cl)Cl>[CH2:25]([O:24][CH:19]1[CH:18]([NH:17][C:16]([CH:12]2[CH2:13][CH2:14][CH2:15][N:11]2[C:9](=[O:10])[CH:8]([NH:7][C:6](=[O:5])[C:55]2[CH:59]=[CH:60][C:52]([NH2:51])=[C:53]([Cl:61])[CH:54]=2)[CH3:33])=[O:32])[CH2:22][C:21](=[O:23])[O:20]1)[C:26]1[CH:27]=[CH:28][CH:29]=[CH:30][CH:31]=1. Procedure details: A 1.899 g (3.99 mmol) sample of 75 in CH2Cl2 (20 ml) was treated with anhydrous TFA (5 ml) then stirred at room temperature under N2 for 1 hour and evaporated to dryness. The residue was repeatedly concentrated from CH2Cl2 (3×) then dried under vacuum. The resulting residue was dissolved in CH2Cl2 (20 ml), cooled to 0° C., then treated with DIEA (5.6 ml, 8 eq, 32.1 mmol), 4-amino-3-chloro-benzoic acid (0.910 g, 5.3 mmol), HOBT (0.824 g, 6.1 mmol), and EDC (1.197 g, 6.23 mmol). The resulting mixt...